From a dataset of the Open Reaction Database (ORD), a public repository of structured organic reaction records. describe an organic reaction: reactants, conditions, products, and yield Starting materials: O=C1NC=CC2=C(C(=CC(=C12)C)NC(C)=O)C (1,2dihydro-1-oxo-5,8-dimethyl-6-acetylamino-isoquinoline), C(C)O (ethanol), Cl (hydrochloric acid). Solvent: O (water). The product is O=C1NC=CC2=C(C(=CC(=C12)C)N)C (1,2-dihydro-1-oxo-5,8-dimethyl-6-amino-isoquinoline). As a reaction SMILES: [O:1]=[C:2]1[C:11]2[C:6](=[C:7]([CH3:17])[C:8]([NH:13]C(=O)C)=[CH:9][C:10]=2[CH3:12])[CH:5]=[CH:4][NH:3]1.C(O)C.Cl>O>[O:1]=[C:2]1[C:11]2[C:6](=[C:7]([CH3:17])[C:8]([NH2:13])=[CH:9][C:10]=2[CH3:12])[CH:5]=[CH:4][NH:3]1. Procedure details: The mixture consisting of 10.6 g of the compound G, 175 ml of ethanol and 35 ml of concentrated hydrochloric acid was heated with reflux for 21/2 hours, 300 ml of water were added, the mixture was again heated to boiling point and filtered to eliminate a small insoluble fraction. To the cooled filtrate was added a N sodium hydroxide solution to bring the pH to 9 and the precipitate formed was filtered off then recrystallised from ethanol to give 7.35 g (85%) of cream flakes corresponding to the ... Starting materials: O=C([O-])O, Cc1cc(C(=O)O)cc(C)c1O, CO, [Na+], O=S(Cl)Cl. Yields the product COC(=O)c1cc(C)c(O)c(C)c1. Reaction SMILES: [C:17](=[O:18])([OH:19])[O-:20].[CH3:1][c:2]1[cH:3][c:4]([C:5](=[O:6])[OH:7])[cH:8][c:9]([CH3:12])[c:10]1[OH:11].[CH3:22][OH:23].[Na+:21].[S:13]([Cl:14])([Cl:15])=[O:16]>>[CH3:1][c:2]1[cH:3][c:4]([C:5](=[O:6])[O:7][CH3:17])[cH:8][c:9]([CH3:12])[c:10]1[OH:11]. The reactants are COc1ccc(CC(=O)Nc2ccsc2-c2cn(C(c3ccccc3)(c3ccccc3)c3ccccc3)c(C)n2)cc1, O=C(O)C(F)(F)F. Yields the product COc1ccc(CC(=O)Nc2ccsc2-c2c[nH]c(C)n2)cc1. RXN SMILES: [CH3:1][O:2][c:3]1[cH:4][cH:5][c:6]([CH2:9][C:10](=[O:11])[NH:12][c:13]2[c:14](-[c:18]3[n:19][c:20]([CH3:42])[n:21]([C:23]([c:24]4[cH:25][cH:26][cH:27][cH:28][cH:29]4)([c:30]4[cH:31][cH:32][cH:33][cH:34][cH:35]4)[c:36]4[cH:37][cH:38][cH:39][cH:40][cH:41]4)[cH:22]3)[s:15][cH:16][cH:17]2)[cH:7][cH:8]1.[F:43][C:44]([F:45])([F:46])[C:47]([OH:48])=[O:49]>>[CH3:1][O:2][c:3]1[cH:4][cH:5][c:6]([CH2:9][C:10](=[O:11])[NH:12][c:13]2[c:14](-[c:18]3[n:19][c:20]([CH3:42])[nH:21][cH:22]3)[s:15][cH:16][cH:17]2)[cH:7][cH:8]1. Reactants: c1ccc(CN2CCC(c3nc4c(s3)Cc3ccccc3-4)C2)cc1, CC(Cl)OC(=O)Cl, CC(Cl)Cl. The product is c1ccc2c(c1)Cc1sc(C3CCNC3)nc1-2. RXN SMILES: [CH2:1]([c:2]1[cH:3][cH:4][cH:5][cH:6][cH:7]1)[N:8]1[CH2:9][CH:10]([c:13]2[s:14][c:15]3[c:16]([n:17]2)-[c:18]2[cH:19][cH:20][cH:21][cH:22][c:23]2[CH2:24]3)[CH2:11][CH2:12]1.[Cl:25][C:26]([O:27][CH:28]([Cl:29])[CH3:30])=[O:31].[Cl:32][CH:33]([Cl:34])[CH3:35]>>[NH:8]1[CH2:9][CH:10]([c:13]2[s:14][c:15]3[c:16]([n:17]2)-[c:18]2[cH:19][cH:20][cH:21][cH:22][c:23]2[CH2:24]3)[CH2:11][CH2:12]1.